From a dataset of the Open Reaction Database (ORD), a public repository of structured organic reaction records. describe an organic reaction: reactants, conditions, products, and yield Reactants: Cl.COC([C@H](CC1=CC2=C(O[C@H](CO2)C2=CC(=CC=C2)OCC2=CC(=C(C=C2)Cl)Cl)C=C1)N)=O ((S)-2-Amino-3-{(S)-2-[3-(3,4-dichloro-benzyloxy)-phenyl]-2,3-dihydro benzo[1,4]dioxin-6-yl}-propionic acid methyl ester hydrochloride), C(=O)(O)[O-].[Na+] (NaHCO3), [N+](=O)([O-])C1=CC=C(C=C1)S(=O)(=O)Cl (4-nitrobenzensulfonyl chloride). Run in CCOC(=O)C (EtOAc). Reaction conditions: temperature 0 celsius, time 10 minute. Yields the product COC([C@H](CC1=CC2=C(O[C@H](CO2)C2=CC(=CC=C2)OCC2=CC(=C(C=C2)Cl)Cl)C=C1)NS(=O)(=O)C1=CC=C(C=C1)[N+](=O)[O-])=O ((S)-3-{(S)-2-[3-(3,4-dichloro-benzyloxy)-phenyl]-2,3-dihydro-benzo[1,4]dioxin-6-yl}-2-(4-nitro-benzenesulfonylamino)-propionic acid methyl ester). Yield: 82.4%. RXN SMILES: Cl.[CH3:2][O:3][C:4](=[O:34])[C@@H:5]([NH2:33])[CH2:6][C:7]1[CH:32]=[CH:31][C:10]2[O:11][C@@H:12]([C:15]3[CH:20]=[CH:19][CH:18]=[C:17]([O:21][CH2:22][C:23]4[CH:28]=[CH:27][C:26]([Cl:29])=[C:25]([Cl:30])[CH:24]=4)[CH:16]=3)[CH2:13][O:14][C:9]=2[CH:8]=1.C([O-])(O)=O.[Na+].[N+:40]([C:43]1[CH:48]=[CH:47][C:46]([S:49](Cl)(=[O:51])=[O:50])=[CH:45][CH:44]=1)([O-:42])=[O:41]>CCOC(C)=O>[CH3:2][O:3][C:4](=[O:34])[C@@H:5]([NH:33][S:49]([C:46]1[CH:45]=[CH:44][C:43]([N+:40]([O-:42])=[O:41])=[CH:48][CH:47]=1)(=[O:50])=[O:51])[CH2:6][C:7]1[CH:32]=[CH:31][C:10]2[O:11][C@@H:12]([C:15]3[CH:20]=[CH:19][CH:18]=[C:17]([O:21][CH2:22][C:23]4[CH:28]=[CH:27][C:26]([Cl:29])=[C:25]([Cl:30])[CH:24]=4)[CH:16]=3)[CH2:13][O:14][C:9]=2[CH:8]=1 |f:0.1,2.3|. Reported procedure: (S)-2-Amino-3-{(S)-2-[3-(3,4-dichloro-benzyloxy)-phenyl]-2,3-dihydro benzo[1,4]dioxin-6-yl}-propionic acid methyl ester hydrochloride (0.35 g) was taken in 2 mL of EtOAc and cooled to 0° C., NaHCO3 solution (1 mL) and 4-nitrobenzensulfonyl chloride (178 mg) were added and stirred for 10 minutes. Reaction was stirred at room temperature for 4 hours. EtOAc layer was separated and washed with water and brine, and then dried (Na2SO4), filtered and evaporated. The residue was purified by silica gel c... Starting materials: C(#C)C=1C=NC=CC1 (3-Ethynylpyridine), ClC1=CC=C(N)C(=C1)I (4-chloro-6-iodoaniline). The product is ClC=1C=C2C=C(NC2=CC1)C=1C=NC=CC1 (5-chloro-2-pyridin-3-yl-1H-indole). Procedure details: 3-Ethynylpyridine and 4-chloro-6-iodoaniline are processed according to the method described in Example 86 to give 5-chloro-2-pyridin-3-yl-1H-indole. 1H NMR (400 MHz, MeOD) δ ppm 6.96 (s, 1H), 7.14 (dd, J=8.6, 2.0 Hz, 1H), 7.41 (d, J=8.8 Hz, 1H), 7.54 (dd, J=8.0, 4.9 Hz, 1H), 7.59 (d, J=2.0 Hz, 1H), 8.25 (dt, J=8.0, 1.9 Hz, 1H), 8.50 (d, J=4.5 Hz, 1H), 9.02 (s, 1H). HRMS (ESI) m/z 229.0522 [(M+H)+ Calcd for C13H10ClN2: 229.0533]. Reaction SMILES: [C:1]([C:3]1[CH:4]=[N:5][CH:6]=[CH:7][CH:8]=1)#[CH:2].[Cl:9][C:10]1[CH:16]=[C:15](I)[C:13]([NH2:14])=[CH:12][CH:11]=1>>[Cl:9][C:10]1[CH:11]=[C:12]2[C:13](=[CH:15][CH:16]=1)[NH:14][C:1]([C:3]1[CH:4]=[N:5][CH:6]=[CH:7][CH:8]=1)=[CH:2]2.